Dataset: the Open Reaction Database (ORD), a public repository of structured organic reaction records. Task: describe an organic reaction: reactants, conditions, products, and yield The reactants are OCCCCNC(C=CC=1C=NC=CC1)=O (N-(4-hydroxybutyl)-3-pyridin-3-yl-acrylamide), C(C)OC(=O)N=NC(=O)OCC (azodicarboxylic acid diethyl ester), C1(=CC=CC=C1)P(C1=CC=CC=C1)C1=CC=CC=C1 (triphenylphosphine), C(C1=CC=CC=C1)N1C(NC(C1=O)=O)=O (3-benzyl-2,4,5-trioxo-imidazolidine). Solvent: C1CCOC1 (THF). Yields the product C(C1=CC=CC=C1)N1C(N(C(C1=O)=O)CCCCNC(C=CC=1C=NC=CC1)=O)=O (N-[4-(3-benzyl-2,4,5-trioxo-imidazolidin-1-yl)-butyl]-3-pyridin-3-yl-acrylamide). Reaction SMILES: O[CH2:2][CH2:3][CH2:4][CH2:5][NH:6][C:7](=[O:16])[CH:8]=[CH:9][C:10]1[CH:11]=[N:12][CH:13]=[CH:14][CH:15]=1.C1(P(C2C=CC=CC=2)C2C=CC=CC=2)C=CC=CC=1.[CH2:36]([N:43]1[C:47](=[O:48])[C:46](=[O:49])[NH:45][C:44]1=[O:50])[C:37]1[CH:42]=[CH:41][CH:40]=[CH:39][CH:38]=1.C(OC(N=NC(OCC)=O)=O)C>C1COCC1>[CH2:36]([N:43]1[C:47](=[O:48])[C:46](=[O:49])[N:45]([CH2:2][CH2:3][CH2:4][CH2:5][NH:6][C:7](=[O:16])[CH:8]=[CH:9][C:10]2[CH:11]=[N:12][CH:13]=[CH:14][CH:15]=2)[C:44]1=[O:50])[C:37]1[CH:38]=[CH:39][CH:40]=[CH:41][CH:42]=1. Procedure details: Batch size: 4.4 g (20.0 mmol) N-(4-hydroxybutyl)-3-pyridin-3-yl-acrylamide, 5.2 g (19.8 mmol) triphenylphosphine, 4.1 g (20.1 mmol) 3-benzyl-2,4,5-trioxo-imidazolidine (production according to Ishii et al., J. Med. Chem. 39, 1924 (1996)) and 3.5 g (20.0 mmol) azodicarboxylic acid diethyl ester in 60 ml THF. Reactants: CO, O, O=C(C=Cc1ccn(S(=O)(=O)c2ccc(-c3ccccc3)cc2)c1)NOC1CCCCO1. Product: O=C(C=Cc1ccn(S(=O)(=O)c2ccc(-c3ccccc3)cc2)c1)NO. RXN SMILES: [CH3:34][OH:35].[OH2:33].[c:1]1(-[c:27]2[cH:28][cH:29][cH:30][cH:31][cH:32]2)[cH:2][cH:3][c:4]([S:7](=[O:8])(=[O:9])[n:10]2[cH:11][c:12]([CH:15]=[CH:16][C:17](=[O:18])[NH:19][O:20][CH:21]3[CH2:22][CH2:23][CH2:24][CH2:25][O:26]3)[cH:13][cH:14]2)[cH:5][cH:6]1>>[c:1]1(-[c:27]2[cH:28][cH:29][cH:30][cH:31][cH:32]2)[cH:2][cH:3][c:4]([S:7](=[O:8])(=[O:9])[n:10]2[cH:11][c:12]([CH:15]=[CH:16][C:17](=[O:18])[NH:19][OH:20])[cH:13][cH:14]2)[cH:5][cH:6]1. Starting materials: C(C)(=O)OCC.C(C)(C)OC(C)C (ethyl acetate isopropyl ether), NCCC1CCC2=CC=C(C=C12)OC (1-(2-aminoethyl)-6-methoxyindan), C(C1=CC=CC=C1)OC(=O)N1CCC(CC1)C(=O)O (1-benzyloxycarbonyl-4-piperidinecarboxylic acid), ON1N=NC2=C1C=CC=C2 (1-hydroxy-1H-benzotriazole), Cl.C(C)N=C=NCCCN(C)C (1-ethyl-3-(3-dimethylaminopropyl)carbodiimide hydrochloride). The solvent is CN(C)C=O (DMF), O (water). Conditions: time 6 hour. The product is C(C1=CC=CC=C1)OC(=O)N1CCC(CC1)C(=O)NCCC1CCC2=CC=C(C=C12)OC (1-Benzyloxycarbonyl-N-[2-(6-methoxyindan-1-yl)ethyl]-4-piperidinecarboxamide). Yield: 92.0%. Reaction SMILES: [NH2:1][CH2:2][CH2:3][CH:4]1[C:12]2[C:7](=[CH:8][CH:9]=[C:10]([O:13][CH3:14])[CH:11]=2)[CH2:6][CH2:5]1.[CH2:15]([O:22][C:23]([N:25]1[CH2:30][CH2:29][CH:28]([C:31](O)=[O:32])[CH2:27][CH2:26]1)=[O:24])[C:16]1[CH:21]=[CH:20][CH:19]=[CH:18][CH:17]=1.ON1C2C=CC=CC=2N=N1.Cl.C(N=C=NCCCN(C)C)C.C(OCC)(=O)C.C(OC(C)C)(C)C>CN(C=O)C.O>[CH2:15]([O:22][C:23]([N:25]1[CH2:30][CH2:29][CH:28]([C:31]([NH:1][CH2:2][CH2:3][CH:4]2[C:12]3[C:7](=[CH:8][CH:9]=[C:10]([O:13][CH3:14])[CH:11]=3)[CH2:6][CH2:5]2)=[O:32])[CH2:27][CH2:26]1)=[O:24])[C:16]1[CH:21]=[CH:20][CH:19]=[CH:18][CH:17]=1 |f:3.4,5.6|. Procedure details: To a solution of 1-(2-aminoethyl)-6-methoxyindan (1.00 g, 5.23 mmol), 1-benzyloxycarbonyl-4-piperidinecarboxylic acid (1.38 g, 5.23 mmol) and 1-hydroxy-1H-benzotriazole (0.78 g, 5.75 mmol) in DMF (20 ml) was added 1-ethyl-3-(3-dimethylaminopropyl)carbodiimide hydrochloride (WSC; 1.10 g, 5.75 mmol). The mixture was stirred for 6 hours at room temperature. To the reaction mixture was added water, and the mixture was subjected to extraction with ethyl acetate. The extract solution was washed with b... Starting materials: CC1(C2=C(C(=CC=C2)P(C3=CC=CC=C3)C4=CC=CC=C4)OC5=C(C=CC=C51)P(C6=CC=CC=C6)C7=CC=CC=C7)C (XantPhos), NC1=C(C=C(C=C1)SCC1=CC=CC=C1)/C=C/C(=O)OCC ((E)-ethyl 3-(2-amino-5-(benzylthio)phenyl)acrylate), BrC1=C(C=C(C(=C1)OC)I)F (1-bromo-2-fluoro-4-iodo-5-methoxybenzene), C(=O)([O-])[O-].[Cs+].[Cs+] (Cs2CO3). The reagents and catalysts are C=1C=CC(=CC1)/C=C/C(=O)/C=C/C2=CC=CC=C2.C=1C=CC(=CC1)/C=C/C(=O)/C=C/C2=CC=CC=C2.C=1C=CC(=CC1)/C=C/C(=O)/C=C/C2=CC=CC=C2.[Pd].[Pd] (Pd2(dba)3). Solvent: C1(=CC=CC=C1)C (toluene), ClCCl (dichloromethane). Reaction conditions: temperature 110 celsius, time 30 minute. Product: C(C1=CC=CC=C1)SC=1C=CC(=C(C1)/C=C/C(=O)OCC)NC1=C(C=C(C(=C1)F)Br)OC ((E)-ethyl 3-(5-(benzylthio)-2-((4-bromo-5-fluoro-2-methoxyphenyl)amino)phenyl)acrylate). Isolated yield 70.7%. Reaction SMILES: [NH2:1][C:2]1[CH:7]=[CH:6][C:5]([S:8][CH2:9][C:10]2[CH:15]=[CH:14][CH:13]=[CH:12][CH:11]=2)=[CH:4][C:3]=1/[CH:16]=[CH:17]/[C:18]([O:20][CH2:21][CH3:22])=[O:19].[Br:23][C:24]1[CH:29]=[C:28]([O:30][CH3:31])[C:27](I)=[CH:26][C:25]=1[F:33].C([O-])([O-])=O.[Cs+].[Cs+].CC1(C)C2C(=C(P(C3C=CC=CC=3)C3C=CC=CC=3)C=CC=2)OC2C(P(C3C=CC=CC=3)C3C=CC=CC=3)=CC=CC1=2>C1(C)C=CC=CC=1.ClCCl.C1C=CC(/C=C/C(/C=C/C2C=CC=CC=2)=O)=CC=1.C1C=CC(/C=C/C(/C=C/C2C=CC=CC=2)=O)=CC=1.C1C=CC(/C=C/C(/C=C/C2C=CC=CC=2)=O)=CC=1.[Pd].[Pd]>[CH2:9]([S:8][C:5]1[CH:6]=[CH:7][C:2]([NH:1][C:27]2[CH:26]=[C:25]([F:33])[C:24]([Br:23])=[CH:29][C:28]=2[O:30][CH3:31])=[C:3](/[CH:16]=[CH:17]/[C:18]([O:20][CH2:21][CH3:22])=[O:19])[CH:4]=1)[C:10]1[CH:15]=[CH:14][CH:13]=[CH:12][CH:11]=1 |f:2.3.4,8.9.10.11.12|. Reported procedure: To a solution of (E)-ethyl 3-(2-amino-5-(benzylthio)phenyl)acrylate (300 g, 958.1 mmol, 1.0 equiv) and 1-bromo-2-fluoro-4-iodo-5-methoxybenzene (348.0 g, 1051.6 mmol, 1.1 equiv) in toluene (2.5 L) was added Cs2CO3 (468 g, 1436.3 mmol, 1.5 equiv, Spectrochem) and the mixture was degassed with nitrogen for 20 mins. Pd2(dba)3 (35 g, 38.2 mmol, 0.04 equiv, Hindustan Platinum) and XantPhos (44.6 g, 76.4 mmol, 0.08 equiv, GLR) were added to the reaction mixture and the mixture was heated at 110° C. fo... The reactants are COc1ccc(NC(C)=O)c2c1CC(NC(C)=O)CC2=O, Cl, [Na+], [Na+], O=C([O-])[O-]. The product is COc1ccc(N)c2c1CC(NC(C)=O)CC2=O. Reaction SMILES: [C:1]([CH3:2])(=[O:3])[NH:4][CH:5]1[CH2:6][C:7](=[O:21])[c:8]2[c:9]([NH:17][C:18](=[O:19])[CH3:20])[cH:10][cH:11][c:12]([O:15][CH3:16])[c:13]2[CH2:14]1.[ClH:28].[Na+:22].[Na+:23].[O-:24][C:25](=[O:26])[O-:27]>>[C:1]([CH3:2])(=[O:3])[NH:4][CH:5]1[CH2:6][C:7](=[O:21])[c:8]2[c:9]([NH2:17])[cH:10][cH:11][c:12]([O:15][CH3:16])[c:13]2[CH2:14]1. The reactants are Clc1ccc(Br)nc1, CC1(CO)CN(Cc2ccccc2)CC1c1ccc(Cl)cc1, [H-], [Na+], CN(C)C=O. The product is CC1(COc2ccc(Cl)cn2)CN(Cc2ccccc2)CC1c1ccc(Cl)cc1. As a reaction SMILES: [Br:25][c:26]1[n:27][cH:28][c:29]([Cl:32])[cH:30][cH:31]1.[CH2:1]([c:2]1[cH:3][cH:4][cH:5][cH:6][cH:7]1)[N:8]1[CH2:9][C:10]([CH3:20])([CH2:21][OH:22])[CH:11]([c:13]2[cH:14][cH:15][c:16]([Cl:19])[cH:17][cH:18]2)[CH2:12]1.[H-:24].[Na+:23].[O:33]=[CH:34][N:35]([CH3:36])[CH3:37]>>[CH2:1]([c:2]1[cH:3][cH:4][cH:5][cH:6][cH:7]1)[N:8]1[CH2:9][C:10]([CH3:20])([CH2:21][O:22][c:26]2[n:27][cH:28][c:29]([Cl:32])[cH:30][cH:31]2)[CH:11]([c:13]2[cH:14][cH:15][c:16]([Cl:19])[cH:17][cH:18]2)[CH2:12]1.